describe an organic reaction: reactants, conditions, products, and yield From a dataset of the Open Reaction Database (ORD), a public repository of structured organic reaction records. Reactants: NC=1C(NC(N(C1N)CC(C)C)=O)=O (5,6-diamino-1-(2-methylpropyl)-2,4-(1H,3H)-pyrimidinedione), C(=O)O (formic acid). The product is CC(CN1C(NC(C=2NC=NC12)=O)=O)C (3,7-dihydro-3-(2-methylpropyl)-1H-purine-2,6-dione). RXN SMILES: [NH2:1][C:2]1[C:3](=[O:14])[NH:4][C:5](=[O:13])[N:6]([CH2:9][CH:10]([CH3:12])[CH3:11])[C:7]=1[NH2:8].[CH:15](O)=O>>[CH3:12][CH:10]([CH3:11])[CH2:9][N:6]1[C:7]2[N:8]=[CH:15][NH:1][C:2]=2[C:3](=[O:14])[NH:4][C:5]1=[O:13]. Procedure details: A solution of 24.2 g of 5,6-diamino-1-(2-methylpropyl)-2,4-(1H,3H)-pyrimidinedione (XVI) in 60 ml of formic acid was refluxed for 2 hours. The hot solution was filtered and 30 ml of chloroform was added and ether was then added slowly. The received crystals were filtered off. Yield 17.8 g (XVII). The amide (XVII) was refluxed in 50 ml of 2N NaOH for 2 hours and then neutralized with 5N HCl. The crystals were filtered off and recrystallized from ethanol. Yield 11.6 g (46%), NMR. ##STR10## Reactants: C1(CC1)C=1C(=CC(=NC1)C(=O)O)OCC(F)(F)F (5-Cyclopropyl-4-(2,2,2-trifluoro-ethoxy)-pyridine-2-carboxylic acid), NC(C(=O)N)(CC(C)C)C (2-amino-2,4-dimethylpentanamide). Yields the product C(N)(=O)C(CC(C)C)(C)NC(=O)C1=NC=C(C(=C1)OCC(F)(F)F)C1CC1 (5-Cyclopropyl-4-(2,2,2-trifluoro-ethoxy)-pyridine-2-carboxylic acid (1-carbamoyl-1,3-dimethyl-butyl)-amide). As a reaction SMILES: [CH:1]1([C:4]2[C:5]([O:13][CH2:14][C:15]([F:18])([F:17])[F:16])=[CH:6][C:7]([C:10]([OH:12])=O)=[N:8][CH:9]=2)[CH2:3][CH2:2]1.[NH2:19][C:20]([CH3:28])([CH2:24][CH:25]([CH3:27])[CH3:26])[C:21]([NH2:23])=[O:22]>>[C:21]([C:20]([NH:19][C:10]([C:7]1[CH:6]=[C:5]([O:13][CH2:14][C:15]([F:18])([F:17])[F:16])[C:4]([CH:1]2[CH2:2][CH2:3]2)=[CH:9][N:8]=1)=[O:12])([CH3:28])[CH2:24][CH:25]([CH3:27])[CH3:26])(=[O:22])[NH2:23]. Procedure: The title compound was synthesized in analogy to Example 23b, using 5-Cyclopropyl-4-(2,2,2-trifluoro-ethoxy)-pyridine-2-carboxylic acid (Example 48c) and 2-amino-2,4-dimethylpentanamide (CAN 113509-60-7) as starting materials and isolated (41 mg, 32%) as a white solid; MS (ESI, m/z): 388.2 (M+H+).